Dataset: the Open Reaction Database (ORD), a public repository of structured organic reaction records. Task: describe an organic reaction: reactants, conditions, products, and yield Starting materials: OC1=C(C=O)C=CC=C1OC (2-hydroxy-3-methoxybenzaldehyde), [OH-].[K+] (KOH), BrCC(=O)C1=CC(=C(C=C1)Cl)[N+](=O)[O-] (2-bromo-4'-chloro-3'-nitroacetophenone). The solvent is CO (methanol), CO (methanol). Run at time 8 hour. Product: ClC1=C(C=C(C(=O)C2=CC3=C(O2)C(=CC=C3)OC)C=C1)[N+](=O)[O-] (2-(4-Chloro-3-nitrobenzoyl)-7-methoxybenzo[b]furan). Reaction SMILES: [OH-].[K+].[OH:3][C:4]1[C:11]([O:12][CH3:13])=[CH:10][CH:9]=[CH:8][C:5]=1[CH:6]=O.Br[CH2:15][C:16]([C:18]1[CH:23]=[CH:22][C:21]([Cl:24])=[C:20]([N+:25]([O-:27])=[O:26])[CH:19]=1)=[O:17]>CO>[Cl:24][C:21]1[CH:22]=[CH:23][C:18]([C:16]([C:15]2[O:3][C:4]3[C:11]([O:12][CH3:13])=[CH:10][CH:9]=[CH:8][C:5]=3[CH:6]=2)=[O:17])=[CH:19][C:20]=1[N+:25]([O-:27])=[O:26] |f:0.1|. Procedure: 2 g KOH are dissolved in 50 ml methanol, a solution of 5.4 g 2-hydroxy-3-methoxybenzaldehyde is added and subsequently a suspension of 10 g 2-bromo-4'-chloro-3'-nitroacetophenone in 75 ml methanol. The batch is refluxed for 6 hours, agitation is continued overnight at room temperature, and the crystals are suction-filtered. M.p. 136° C. (from ethyl acetate). Reaction SMILES: [CH3:1][C:2]1([CH2:8][O:9][C:10]2[CH:15]=[CH:14][C:13]([CH3:16])=[CH:12][CH:11]=2)[CH2:7][CH2:6][CH2:5][CH2:4][CH2:3]1.[Br:17]N1C(=O)CCC1=O.C(OOC(=O)C1C=CC=CC=1)(=O)C1C=CC=CC=1>C(Cl)(Cl)(Cl)Cl>[CH3:1][C:2]1([CH2:8][O:9][C:10]2[CH:11]=[CH:12][C:13]([CH2:16][Br:17])=[CH:14][CH:15]=2)[CH2:7][CH2:6][CH2:5][CH2:4][CH2:3]1. Reported procedure: A solution of 2.2 g (10 mmol) of 4-[((1-methyl)cyclohexyl)methoxy]toluene, 1.8 g (10 mmol) of N-bromosuccinimide and 0.02 g of benzoyl peroxide in 60 ml of carbon tetrachloride was refluxed for 16 hours. The reaction was cooled to room temperature, filtered and the filtrate evaporated to give the product which was used without further purification. Run in C(Cl)(Cl)(Cl)Cl (carbon tetrachloride). Yields the product CC1(CCCCC1)COC1=CC=C(CBr)C=C1 (4-[((1-methyl)cyclohexyl)methoxy]benzyl bromide). Reactants: CC1(CCCCC1)COC1=CC=C(C=C1)C (4-[((1-methyl)cyclohexyl)methoxy]toluene), BrN1C(CCC1=O)=O (N-bromosuccinimide), C(C1=CC=CC=C1)(=O)OOC(C1=CC=CC=C1)=O (benzoyl peroxide). Reactants: CCI, CCCCCCN=C=S, Cc1ccccc1, CCO, CCCCCC(C)N, [Na+], [OH-]. Yields the product CCCCCCN=C(NC(C)CCCCC)SCC. As a reaction SMILES: [CH2:18]([CH3:19])[I:20].[CH2:1]([CH2:2][CH2:3][CH2:4][CH2:5][CH3:6])[N:7]=[C:8]=[S:9].[CH3:23][c:24]1[cH:25][cH:26][cH:27][cH:28][cH:29]1.[CH3:30][CH2:31][OH:32].[NH2:10][CH:11]([CH3:12])[CH2:13][CH2:14][CH2:15][CH2:16][CH3:17].[Na+:22].[OH-:21]>>[CH2:1]([CH2:2][CH2:3][CH2:4][CH2:5][CH3:6])[N:7]=[C:8]([S:9][CH2:18][CH3:19])[NH:10][CH:11]([CH3:12])[CH2:13][CH2:14][CH2:15][CH2:16][CH3:17]. Reactants: CC1(C)OB(c2cccc3[nH]ncc23)OC1(C)C, CS(=O)(=O)c1ccc(C(O)c2cc3nc(Cl)nc(N4CCOCC4)c3s2)cc1. The product is CS(=O)(=O)c1ccc(C(O)c2cc3nc(-c4cccc5[nH]ncc45)nc(N4CCOCC4)c3s2)cc1. Reaction SMILES: [CH3:29][C:30]1([CH3:31])[C:32]([CH3:33])([CH3:34])[O:35][B:36]([c:37]2[c:38]3[cH:39][n:40][nH:41][c:42]3[cH:43][cH:44][cH:45]2)[O:46]1.[Cl:1][c:2]1[n:3][c:4]([N:23]2[CH2:24][CH2:25][O:26][CH2:27][CH2:28]2)[c:5]2[c:6]([n:7]1)[cH:8][c:9]([CH:11]([OH:12])[c:13]1[cH:14][cH:15][c:16]([S:19](=[O:20])(=[O:21])[CH3:22])[cH:17][cH:18]1)[s:10]2>>[c:2]1(-[c:37]2[c:38]3[cH:39][n:40][nH:41][c:42]3[cH:43][cH:44][cH:45]2)[n:3][c:4]([N:23]2[CH2:24][CH2:25][O:26][CH2:27][CH2:28]2)[c:5]2[c:6]([n:7]1)[cH:8][c:9]([CH:11]([OH:12])[c:13]1[cH:14][cH:15][c:16]([S:19](=[O:20])(=[O:21])[CH3:22])[cH:17][cH:18]1)[s:10]2. The reactants are COC(=O)Cc1cscc1C(=O)O, O=C([O-])[O-], CCCI, [K+], [K+], CN(C)C=O, O. The product is CCCOC(=O)c1cscc1CC(=O)OC. As a reaction SMILES: [C:11](=[O:12])([OH:13])[c:14]1[c:15]([CH2:19][C:20](=[O:21])[O:22][CH3:23])[cH:16][s:17][cH:18]1.[C:1](=[O:2])([O-:3])[O-:4].[I:7][CH2:8][CH2:9][CH3:10].[K+:5].[K+:6].[O:24]=[CH:25][N:26]([CH3:27])[CH3:28].[OH2:29]>>[CH2:8]([CH2:9][CH3:10])[O:13][C:11](=[O:12])[c:14]1[c:15]([CH2:19][C:20](=[O:21])[O:22][CH3:23])[cH:16][s:17][cH:18]1. Starting materials: ClC(CC(=O)OCC)=O (3-chloro-3-oxo-propanoic acid, ethyl ester), NC1=C(C=C(C=C1)C(=O)C=1SC=C(N1)C1=CC=CC=C1)C(C1=CC(=CC=C1)Cl)=O ([4-amino-3-(3-chlorobenzoyl)phenyl](4-phenyl-2-thiazolyl)-methanone), O (water). Solvent: C(Cl)Cl (DCM). Reaction conditions: time 30 minute. Product: C(C)OC(CC(NC1=C(C=C(C=C1)C(=O)C=1SC=C(N1)C1=CC=CC=C1)C(C1=CC(=CC=C1)Cl)=O)=O)=O (N-[2-(3-chlorobenzoyl)-4-[(4-phenyl-2-thiazolyl)carbonyl]phenyl]-3-oxo-β-alanine ethyl ester). Reaction SMILES: [NH2:1][C:2]1[CH:7]=[CH:6][C:5]([C:8]([C:10]2[S:11][CH:12]=[C:13]([C:15]3[CH:20]=[CH:19][CH:18]=[CH:17][CH:16]=3)[N:14]=2)=[O:9])=[CH:4][C:3]=1[C:21](=[O:29])[C:22]1[CH:27]=[CH:26][CH:25]=[C:24]([Cl:28])[CH:23]=1.Cl[C:31](=[O:38])[CH2:32][C:33]([O:35][CH2:36][CH3:37])=[O:34].O>C(Cl)Cl>[CH2:36]([O:35][C:33](=[O:34])[CH2:32][C:31](=[O:38])[NH:1][C:2]1[CH:7]=[CH:6][C:5]([C:8]([C:10]2[S:11][CH:12]=[C:13]([C:15]3[CH:20]=[CH:19][CH:18]=[CH:17][CH:16]=3)[N:14]=2)=[O:9])=[CH:4][C:3]=1[C:21](=[O:29])[C:22]1[CH:27]=[CH:26][CH:25]=[C:24]([Cl:28])[CH:23]=1)[CH3:37]. Reported procedure: A mixture of intermediate (16) (0.048 mol) in DCM (200 ml) was cooled on an ice bath. 3-chloro-3-oxo-propanoic acid, ethyl ester (0.105 mol) was added dropwise. The mixture was stirred at a low temperature for 30 min, then stirred and refluxed for 1 hour and poured out into water. The organic layer was separated, washed with K2CO3 10%, dried (MgSO4), filtered and the solvent was evaporated till dryness. The product was used without further purification, yielding (quant.) N-[2-(3-chlorobenzoyl)-4... Reactants: CSC1=NC=CC(=N1)N1CCN2C1=CC(=CC2=O)C2=CC=CC=C2 (1-(2-methylsulfanyl-pyrimidin -4-yl)-7-phenyl-2,3-dihydro-1H-imidazo[1,2-a]pyridin-5-one), ClC1=NC(=CC=N1)Cl (2,6-dichloropyrimidine), C1(=CC=CC=C1)C=1C=C2N(C(C1)=O)CCN2 (7-phenyl-2,3-dihydro-1H-imidazo[1,2-a]pyridin-5-one). The product is ClC1=CN=CC(=N1)N1CCN2C1=CC(=CC2=O)C2=CC=CC=C2 (1-(6-Chloro-pyrazin-2-yl)-7-phenyl-2,3-dihydro-1H -imidazo[1,2-a]pyridin-5-one). Reaction SMILES: CS[C:3]1[N:8]=[C:7]([N:9]2[C:13]3=[CH:14][C:15]([C:19]4[CH:24]=[CH:23][CH:22]=[CH:21][CH:20]=4)=[CH:16][C:17](=[O:18])[N:12]3[CH2:11][CH2:10]2)[CH:6]=CN=1.[Cl:25]C1N=CC=C(Cl)N=1.C1(C2C=[C:41]3[NH:48]CCN3C(=O)C=2)C=CC=CC=1>>[Cl:25][C:3]1[N:8]=[C:7]([N:9]2[C:13]3=[CH:14][C:15]([C:19]4[CH:24]=[CH:23][CH:22]=[CH:21][CH:20]=4)=[CH:16][C:17](=[O:18])[N:12]3[CH2:11][CH2:10]2)[CH:6]=[N:48][CH:41]=1. Reported procedure: Following the procedure described in the synthesis of 1-(2-methylsulfanyl-pyrimidin -4-yl)-7-phenyl-2,3-dihydro-1H-imidazo[1,2-a]pyridin-5-one, but using 2,6-dichloropyrimidine as the coupling component, 7-phenyl-2,3-dihydro-1H-imidazo[1,2-a]pyridin-5-one (0.5 g, 2.4 mmol) was converted into the title product as a pale yellow solid. MS m/e 325 (M+H)+.